From a dataset of the Open Reaction Database (ORD), a public repository of structured organic reaction records. describe an organic reaction: reactants, conditions, products, and yield The product is OCCCNC1=C(C(=CC=C1)NCCCO)[N+](=O)[O-] (2-(γ-hydroxypropyl)amino-6-(γ-hy-droxypropyl)aminonitrobenzene). Run in C(C)N(CC)CC (triethylamine). The reactants are O (water), ClC1=CC(=C(C(=C1)NCCCO)[N+](=O)[O-])NCCCO (4-chloro-2-(γ-hydroxypropyl)amino-6-(γ-hydroxypropyl)amino-nitrobenzene), C(C)(=O)O (acetic acid), C(=O)O (formic acid). Reported procedure: 340 mg of palladium at a concentration of 10% on calcium carbonate are added to 0.017 mole (5.2 g) of 4-chloro-2-(γ-hydroxypropyl)amino-6-(γ-hydroxypropyl)amino-nitrobenzene in 11.7 ml of triethylamine. 0.9 ml of acetic acid and 2.3 ml of formic acid are then run in dropwise. A high exothermicity is noted. The reaction mixture is heated under reflux for 3 hours. 10 ml of water are added. The reaction mixture diluted in this manner is filtered hot to remove the catalyst. The expected product prec... As a reaction SMILES: Cl[C:2]1[CH:7]=[C:6]([NH:8][CH2:9][CH2:10][CH2:11][OH:12])[C:5]([N+:13]([O-:15])=[O:14])=[C:4]([NH:16][CH2:17][CH2:18][CH2:19][OH:20])[CH:3]=1.C(O)(=O)C.C(O)=O.O>C(N(CC)CC)C.[Pd]>[OH:20][CH2:19][CH2:18][CH2:17][NH:16][C:4]1[CH:3]=[CH:2][CH:7]=[C:6]([NH:8][CH2:9][CH2:10][CH2:11][OH:12])[C:5]=1[N+:13]([O-:15])=[O:14]. The reagents and catalysts are [Pd] (palladium). Reactants: C([O-])([O-])=O.[K+].[K+] (Potassium carbonate), IC (iodomethane), CC(C)(C1=CC=CC=C1)NC(=O)C=1N=C(SC1C(=O)O)SC (4-{[(1-methyl-1-phenylethyl)amino]carbonyl}-2-(methylthio)-1,3-thiazole-5-carboxylic acid), CC(C)(C1=CC=CC=C1)NC(=O)C=1N=C(SC1C(=O)O)SC (4-{[(1-methyl-1-phenylethyl)amino]carbonyl}-2-(methylthio)-1,3-thiazole-5-carboxylic acid). Solvent: CN(C)C=O (DMF). Run at temperature 85 celsius. Yields the product CC(C)(C1=CC=CC=C1)NC(=O)C=1N=C(SC1C(=O)OC)SC (Methyl 4-{[(1-methyl-1-phenylethyl)amino]carbonyl}-2 -(methylthio)-1,3-thiazole-5-carboxylate). As a reaction SMILES: [C:1](=O)([O-])[O-].[K+].[K+].IC.[CH3:9][C:10]([NH:18][C:19]([C:21]1[N:22]=[C:23]([S:29][CH3:30])[S:24][C:25]=1[C:26]([OH:28])=[O:27])=[O:20])([C:12]1[CH:17]=[CH:16][CH:15]=[CH:14][CH:13]=1)[CH3:11]>CN(C=O)C>[CH3:11][C:10]([NH:18][C:19]([C:21]1[N:22]=[C:23]([S:29][CH3:30])[S:24][C:25]=1[C:26]([O:28][CH3:1])=[O:27])=[O:20])([C:12]1[CH:17]=[CH:16][CH:15]=[CH:14][CH:13]=1)[CH3:9] |f:0.1.2|. Procedure: Potassium carbonate (0.37 g) and iodomethane (0.17 ml) were added to a solution of 4-{[(1-methyl-1-phenylethyl)amino]carbonyl}-2-(methylthio)-1,3-thiazole-5-carboxylic acid (Intermediate 14; 0.9 g) in DMF (20 ml) and heated in a sealed tube at an external temperature of 85° C. for 30 min. The reaction mixture was concentrated to remove DMF and partitioned with EtOAc and water. The combined organic extracts were washed with water, dried with MgSO4, and concentrated to an orange solid (0.63 g). NM... Reactants: COC([C@H](C[C@@H]1CC(CC1)(F)F)C1=CC(=C(C=C1)S(=O)(=O)C)Cl)=O ((R)-2-(3-Chloro-4-methanesulfonyl-phenyl)-3-((R)-3,3-difluoro-cyclopentyl)-propionic acid methyl ester), O.[OH-].[Li+] (lithium hydroxide monohydrate). The solvent is C(C)O (ethanol), O (water). Conditions: temperature 25 celsius. The product is ClC=1C=C(C=CC1S(=O)(=O)C)C(C(=O)O)C[C@@H]1CC(CC1)(F)F (2-(3-chloro-4-methanesulfonyl-phenyl)-3-((R)-3,3-difluoro-cyclopentyl)-propionic acid). Isolated yield 85.7%. Reaction SMILES: C[O:2][C:3](=[O:24])[C@@H:4]([C:13]1[CH:18]=[CH:17][C:16]([S:19]([CH3:22])(=[O:21])=[O:20])=[C:15]([Cl:23])[CH:14]=1)[CH2:5][C@H:6]1[CH2:10][CH2:9][C:8]([F:12])([F:11])[CH2:7]1.O.[OH-].[Li+]>C(O)C.O>[Cl:23][C:15]1[CH:14]=[C:13]([CH:4]([CH2:5][C@H:6]2[CH2:10][CH2:9][C:8]([F:12])([F:11])[CH2:7]2)[C:3]([OH:24])=[O:2])[CH:18]=[CH:17][C:16]=1[S:19]([CH3:22])(=[O:20])=[O:21] |f:1.2.3|. Procedure details: (R)-2-(3-Chloro-4-methanesulfonyl-phenyl)-3-((R)-3,3-difluoro-cyclopentyl)-propionic acid methyl ester (294 mg, 0.77 mmol) was dissolved in ethanol (8 mL) and treated with a solution of lithium hydroxide monohydrate (81 mg, 1.9 mmol) in water (2 mL) at 25° C. It was stirred at 25° C. until the starting material was all consumed by TLC (˜1 hr). The reaction was then concentrated in vacuo to remove the ethanol. The remaining aqueous layer was then acidified to pH=2 with an aqueous 1N hydrochloric ... Isolated yield 63.6%. Product: C1(=CC(=CC=C1)C1=CC=2C3=C(N(C2C=C1)CCCCCCCC)CCNC3)C (8-m-Tolyl-5-n-octyl-1,2,3,4-tetrahydropyrido[4,3-b]indole). Reaction SMILES: C([N:6]1[CH2:33][CH2:32][C:9]2[N:10]([CH2:24][CH2:25][CH2:26][CH2:27][CH2:28][CH2:29][CH2:30][CH3:31])[C:11]3[CH:12]=[CH:13][C:14]([C:17]4[CH:18]=[C:19]([CH3:23])[CH:20]=[CH:21][CH:22]=4)=[CH:15][C:16]=3[C:8]=2[CH2:7]1)(OCC)=O.[OH-].[K+]>C(O)C>[C:19]1([CH3:23])[CH:20]=[CH:21][CH:22]=[C:17]([C:14]2[CH:13]=[CH:12][C:11]3[N:10]([CH2:24][CH2:25][CH2:26][CH2:27][CH2:28][CH2:29][CH2:30][CH3:31])[C:9]4[CH2:32][CH2:33][NH:6][CH2:7][C:8]=4[C:16]=3[CH:15]=2)[CH:18]=1 |f:1.2|. Run in C(C)O (ethanol). Procedure details: To the solution of 2-carbethoxy-8-m-tolyl-5-n-octyl-1,2,3,4-tetrahydropyrido[4,3-b]indole (7) in ethanol was added the aqueous solution of potassium hydroxide. The mixture was refluxed for 16 h. The reaction mixture was concentrated to remove ethanol and extracted with DCM for three times (15 mL×3). The DCM layer was washed with brine, dried with Na2SO4, filtered and concentrated to give brow residue. This residue was purified by silica gel column chromatography to give yellow oil. Yield: 63.6%.... The reactants are C(=O)(OCC)N1CC2=C(N(C=3C=CC(=CC23)C=2C=C(C=CC2)C)CCCCCCCC)CC1 (2-Carbethoxy-8-m-tolyl-5-n-octyl-1,2,3,4-tetrahydropyrido[4,3-b]indole), [OH-].[K+] (potassium hydroxide). Reactants: CC(C)(C)OC(=O)NC(Cc1ccc2ccccc2c1)C(=O)O, CCOC(=O)c1noc(C(Cc2ccc3ccccc3c2)NC)n1, CCN=C=NCCCN(C)C, CN(C)C=O, Cl, Cl, On1nnc2cccnc21. Product: CCOC(=O)c1noc(C(Cc2ccc3ccccc3c2)N(C)C(=O)C(Cc2ccc3ccccc3c2)NC(=O)OC(C)(C)C)n1. Reaction SMILES: [C:23]([CH3:24])([CH3:25])([CH3:26])[O:27][C:28](=[O:29])[NH:30][CH:31]([CH2:32][c:33]1[cH:34][c:35]2[cH:36][cH:37][cH:38][cH:39][c:40]2[cH:41][cH:42]1)[C:43](=[O:44])[OH:45].[CH2:47]([CH3:48])[O:49][C:50](=[O:51])[c:52]1[n:53][o:54][c:55]([CH:57]([CH2:58][c:59]2[cH:60][c:61]3[cH:62][cH:63][cH:64][cH:65][c:66]3[cH:67][cH:68]2)[NH:69][CH3:70])[n:56]1.[CH3:2][N:3]([CH3:4])[CH2:5][CH2:6][CH2:7][N:8]=[C:9]=[N:10][CH2:11][CH3:12].[CH3:71][N:72]([CH3:73])[CH:74]=[O:75].[ClH:1].[ClH:46].[OH:13][n:14]1[c:15]2[n:16][cH:17][cH:18][cH:19][c:20]2[n:21][n:22]1>>[C:23]([CH3:24])([CH3:25])([CH3:26])[O:27][C:28](=[O:29])[NH:30][CH:31]([CH2:32][c:33]1[cH:34][c:35]2[cH:36][cH:37][cH:38][cH:39][c:40]2[cH:41][cH:42]1)[C:43](=[O:44])[N:69]([CH:57]([c:55]1[o:54][n:53][c:52]([C:50]([O:49][CH2:47][CH3:48])=[O:51])[n:56]1)[CH2:58][c:59]1[cH:60][c:61]2[cH:62][cH:63][cH:64][cH:65][c:66]2[cH:67][cH:68]1)[CH3:70]. Reaction SMILES: [S:1]1[CH:5]=[CH:4][C:3]2[C:6](=[O:10])[CH2:7][CH2:8][CH2:9][C:2]1=2.[C:11](OC(=O)C)(=O)C>O>[CH2:11]=[C:7]1[CH2:8][CH2:9][C:2]2[S:1][CH:5]=[CH:4][C:3]=2[C:6]1=[O:10]. Procedure details: To 20.0 mL of tetramethyldiaminomethane was added 10.0 g of 6,7-dihydrobenzo[b]thiophen-4(5H)-one all at once. To this mixture was added 20.0 mL of acetic anhydride, dropwise. The reaction mixture exothermed to 45° C. and was heated to 122° C. for 15 minutes and then cooled to 90° C. where it was kept for 60 minutes. The dark solution was poured into cold water and extracted with ether. The ether was extracted with a saturated solution of NaHCO3 and then washed with brine. The ether layer was dr... Product: C=C1C(C2=C(SC=C2)CC1)=O (6,7-Dihydro-5-methylenebenzo[b]thiophen-4(5H)-one). Reaction conditions: temperature 122 celsius, time 60 minute. Run in O (water). Reactants: tetramethyldiaminomethane, S1C2=C(C=C1)C(CCC2)=O (6,7-dihydrobenzo[b]thiophen-4(5H)-one), C(C)(=O)OC(C)=O (acetic anhydride).